Dataset: the Open Reaction Database (ORD), a public repository of structured organic reaction records. Task: describe an organic reaction: reactants, conditions, products, and yield Reactants: N[C@H]1[C@@H]2N(C(=C(CS2)[C@@H]2OCCC2)C(=O)OCC2=CC=C(C=C2)OC)C1=O (4-methoxybenzyl (6R, 7R) -7-amino-3-[(R)-tetrahydrofuran-2-yl]ceph-3-em-4-carboxylate), CS(=O)(=O)Cl (Methanesulphonyl chloride), NC=1SC=C(N1)/C(/C(=O)O)=N/OC (2-(2-aminothiazol-4-yl)-2-(Z)-methoxyiminoacetic acid), C(C)(C)N(C(C)C)CC (N,N-diisopropylethylamine), N1=CC=CC=C1 (pyridine). Run in CN(C)C=O (DMF), CN(C)C=O (DMF). Run at temperature -30 celsius, time 30 minute. The product is NC=1SC=C(N1)/C(/C(=O)N[C@H]1[C@@H]2N(C(=C(CS2)[C@@H]2OCCC2)C(=O)OCC2=CC=C(C=C2)OC)C1=O)=N/OC (4-Methoxybenzyl (6 R,7R)-7-[2-(2-aminothiazol-4-yl)-2-(Z)-methoxyiminoacetamido]-3-[(R)-tetrahydrofuran-2-yl]-ceph-3-em-4-carboxylate). Yield: 78.6%. Reaction SMILES: CS(Cl)(=O)=O.[NH2:6][C:7]1[S:8][CH:9]=[C:10](/[C:12](=[N:16]/[O:17][CH3:18])/[C:13]([OH:15])=O)[N:11]=1.C(N(CC)C(C)C)(C)C.[NH2:28][C@@H:29]1[C:53](=[O:54])[N:31]2[C:32]([C:41]([O:43][CH2:44][C:45]3[CH:50]=[CH:49][C:48]([O:51][CH3:52])=[CH:47][CH:46]=3)=[O:42])=[C:33]([C@H:36]3[CH2:40][CH2:39][CH2:38][O:37]3)[CH2:34][S:35][C@H:30]12.N1C=CC=CC=1>CN(C=O)C>[NH2:6][C:7]1[S:8][CH:9]=[C:10](/[C:12](=[N:16]/[O:17][CH3:18])/[C:13]([NH:28][C@@H:29]2[C:53](=[O:54])[N:31]3[C:32]([C:41]([O:43][CH2:44][C:45]4[CH:50]=[CH:49][C:48]([O:51][CH3:52])=[CH:47][CH:46]=4)=[O:42])=[C:33]([C@H:36]4[CH2:40][CH2:39][CH2:38][O:37]4)[CH2:34][S:35][C@H:30]23)=[O:15])[N:11]=1. Procedure details: Methanesulphonyl chloride (198μl, 2.56mmol) was added to 2-(2-aminothiazol-4-yl)-2-(Z)-methoxyiminoacetic acid (515mg, 2.56mmol) and N,N-diisopropylethylamine (447μl, 2.57mmol) in DMF (8ml) at -30° C. After stirring at -30±10° C. for 30 min., a solution of 4-methoxybenzyl (6R, 7R) -7-amino-3-[(R)-tetrahydrofuran-2-yl]ceph-3-em-4-carboxylate (915mg, 2.35mmol) in DMF (5ml) was added, followed by pyridine (207μl, 2.56mmol). The reaction mixture was transferred to an ice-bath and stirring continued ... The reactants are C(C1=CC=CC=C1)O (benzyl alcohol), C(C)(=O)OCC (ethyl acetate), OC1=CC=2C=3C4=C(C(=CC3NC2C=C1)C1=CC=CC=C1)C(NC4=O)=O (9-hydroxy-4-phenylpyrrolo[3,4-c]carbazole-1,3(2H,6H)-dione), P(=O)(Cl)(Cl)Cl (phosphorous oxychloride), P(=O)(Cl)(Cl)Cl (phosphorous oxychloride). The solvent is Cl (hydrochloric acid), N1=CC=CC=C1 (pyridine). Conditions: time 20 minute. Yields the product P(=O)(OCC1=CC=CC=C1)(OCC1=CC=CC=C1)OC1=CC=2C=3C4=C(C(=CC3NC2C=C1)C1=CC=CC=C1)C(NC4=O)=O (Dibenzyl 1,3-dioxo-4-phenyl-1,2,3,6-tetrahydropyrrolo[3,4-c]carbazol-9-yl phosphate). Isolated yield 32.0%. RXN SMILES: [OH:1][C:2]1[CH:14]=[CH:13][C:12]2[NH:11][C:10]3[CH:9]=[C:8]([C:15]4[CH:20]=[CH:19][CH:18]=[CH:17][CH:16]=4)[C:7]4[C:21](=[O:25])[NH:22][C:23](=[O:24])[C:6]=4[C:5]=3[C:4]=2[CH:3]=1.[P:26](Cl)(Cl)(Cl)=[O:27].[CH2:31]([OH:38])[C:32]1[CH:37]=[CH:36][CH:35]=[CH:34][CH:33]=1.C([O:42][CH2:43][CH3:44])(=O)C>N1C=CC=CC=1.Cl>[P:26]([O:1][C:2]1[CH:14]=[CH:13][C:12]2[NH:11][C:10]3[CH:9]=[C:8]([C:15]4[CH:16]=[CH:17][CH:18]=[CH:19][CH:20]=4)[C:7]4[C:21](=[O:25])[NH:22][C:23](=[O:24])[C:6]=4[C:5]=3[C:4]=2[CH:3]=1)([O:42][CH2:43][C:44]1[CH:13]=[CH:14][CH:2]=[CH:3][CH:4]=1)([O:38][CH2:31][C:32]1[CH:37]=[CH:36][CH:35]=[CH:34][CH:33]=1)=[O:27]. Procedure: To a solution of 9-hydroxy-4-phenylpyrrolo[3,4-c]carbazole-1,3(2H,6H)-dione (I; Ar=phenyl) (0.50 g, 1.52 mmol) in pyridine (30 mL) under nitrogen was added phosphorous oxychloride (140 □L, 1.52 mmol) dropwise. After 40 minutes stirring at room temperature a further portion of phosphorous oxychloride (40 □L) was added and then after another 20 minutes, benzyl alcohol (0.66 mL, 6.38 mmol) was added. After 3 hours the reaction mixture was diluted with 1N hydrochloric acid and extraction with ethyl ... Reactants: OC[C@H](C)NC(CN1N=CC(=C1)[N+](=O)[O-])=O (N—((S)-1-hydroxypropan-2-yl)-2-(4-nitro-1H-pyrazol-1-yl)acetamide). The reagents and catalysts are [Pd] (Pd/C). Run in C1CCOC1 (THF). Run at time 8 hour. Product: NC=1C=NN(C1)CC(=O)N[C@H](CO)C ((S)-2-(4-amino-1H-pyrazol-1-yl)-N-(1-hydroxypropan-2-yl)acetamide). Isolated yield 100.9%. RXN SMILES: [OH:1][CH2:2][C@@H:3]([NH:5][C:6](=[O:16])[CH2:7][N:8]1[CH:12]=[C:11]([N+:13]([O-])=O)[CH:10]=[N:9]1)[CH3:4]>C1COCC1.[Pd]>[NH2:13][C:11]1[CH:10]=[N:9][N:8]([CH2:7][C:6]([NH:5][C@@H:3]([CH3:4])[CH2:2][OH:1])=[O:16])[CH:12]=1. Reported procedure: A mixture of N—((S)-1-hydroxypropan-2-yl)-2-(4-nitro-1H-pyrazol-1-yl)acetamide (4 g, 17.5 mmol) and 10% Pd/C (500 mg) in THF (50 mL) was stirred overnight at room temperature under a hydrogen atmosphere. The Pd/C was removed through filtration and the filtrate was concentrated in vacuo to afford (S)-2-(4-amino-1H-pyrazol-1-yl)-N-(1-hydroxypropan-2-yl)acetamide V-1 (3.5 g, 100%) as a grey solid which was used without further purification. Reactants: ClC(C(=O)O)(CCCCCCCCCCC#N)Cl (2,2-Dichloro-12-cyano-dodecanoic acid), S(O)(O)(=O)=O (sulfuric acid). Run in ice water. Reaction conditions: time 6 hour. Product: C(N)(=O)CCCCCCCCCCC(C(=O)O)(Cl)Cl (12-Carbamoyl-2,2-dichloro-dodecanoic acid). RXN SMILES: [Cl:1][C:2]([Cl:18])([CH2:6][CH2:7][CH2:8][CH2:9][CH2:10][CH2:11][CH2:12][CH2:13][CH2:14][CH2:15][C:16]#[N:17])[C:3]([OH:5])=[O:4].S(=O)(=O)(O)[OH:20]>>[C:16]([CH2:15][CH2:14][CH2:13][CH2:12][CH2:11][CH2:10][CH2:9][CH2:8][CH2:7][CH2:6][C:2]([Cl:18])([Cl:1])[C:3]([OH:5])=[O:4])(=[O:20])[NH2:17]. Procedure details: 200 mg (0.70 mmol) 8 was fed into 10 ml 80% sulfuric acid and kept at room temperature for 6 h. The solution that was obtained was poured into 150 ml ice water, the beige-coloured precipitate was suction filtered and washed with petroleum ether. 180 mg (85%) 35, melting point 93-94° C.